Dataset: the Open Reaction Database (ORD), a public repository of structured organic reaction records. Task: describe an organic reaction: reactants, conditions, products, and yield The reactants are CO, CC(C)=O, ClCCl, CCI, [K+], [K+], O=C([O-])[O-], Oc1ccc2[nH]ccc2c1. Product: CCOc1ccc2[nH]ccc2c1. Reaction SMILES: [CH3:20][OH:21].[CH3:25][C:26](=[O:27])[CH3:28].[Cl:22][CH2:23][Cl:24].[I:17][CH2:18][CH3:19].[K+:11].[K+:12].[O-:13][C:14]([O-:15])=[O:16].[OH:1][c:2]1[cH:3][c:4]2[cH:5][cH:6][nH:7][c:8]2[cH:9][cH:10]1>>[O:1]([c:2]1[cH:3][c:4]2[cH:5][cH:6][nH:7][c:8]2[cH:9][cH:10]1)[CH2:18][CH3:19]. Starting materials: C=CCC1=C2c3ccc(OCc4ccccc4)cc3CCC2C2CCC(OCc3ccccc3)C2(C)C1, c1ccc(C([PH](C2CCCCC2)(C2CCCCC2)C2CCCCC2)[PH](C2CCCCC2)(C2CCCCC2)C2CCCCC2)cc1, ClCCl, Cl[Ru]Cl, C=CCCCCCCC(CCC(F)(F)C(F)(F)C(F)(F)C(F)(F)F)C(=O)OCC. The product is CCOC(=O)C(CCCCCCC=CCC1=C2c3ccc(OCc4ccccc4)cc3CCC2C2CCC(OCc3ccccc3)C2(C)C1)CCC(F)(F)C(F)(F)C(F)(F)C(F)(F)F. As a reaction SMILES: [CH2:1]([c:2]1[cH:3][cH:4][cH:5][cH:6][cH:7]1)[O:8][c:9]1[cH:10][c:11]2[c:24]([cH:25][cH:26]1)[C:23]1=[C:22]([CH2:27][CH:28]=[CH2:29])[CH2:21][C:19]3([CH3:20])[CH:15]([CH:14]1[CH2:13][CH2:12]2)[CH2:16][CH2:17][CH:18]3[O:30][CH2:31][c:32]1[cH:33][cH:34][cH:35][cH:36][cH:37]1.[CH:73]([PH:74]([CH:75]1[CH2:76][CH2:77][CH2:78][CH2:79][CH2:80]1)([CH:81]1[CH2:82][CH2:83][CH2:84][CH2:85][CH2:86]1)[CH:87]1[CH2:88][CH2:89][CH2:90][CH2:91][CH2:92]1)([PH:93]([CH:94]1[CH2:95][CH2:96][CH2:97][CH2:98][CH2:99]1)([CH:100]1[CH2:101][CH2:102][CH2:103][CH2:104][CH2:105]1)[CH:106]1[CH2:107][CH2:108][CH2:109][CH2:110][CH2:111]1)[c:112]1[cH:113][cH:114][cH:115][cH:116][cH:117]1.[Cl:67][CH2:68][Cl:69].[Cl:70][Ru:71][Cl:72].[F:38][C:39]([CH2:40][CH2:41][CH:42]([C:43](=[O:44])[O:45][CH2:46][CH3:47])[CH2:48][CH2:49][CH2:50][CH2:51][CH2:52][CH2:53][CH:54]=[CH2:55])([C:56]([C:57]([C:58]([F:59])([F:60])[F:61])([F:62])[F:63])([F:64])[F:65])[F:66]>>[CH2:1]([c:2]1[cH:3][cH:4][cH:5][cH:6][cH:7]1)[O:8][c:9]1[cH:10][c:11]2[c:24]([cH:25][cH:26]1)[C:23]1=[C:22]([CH2:27][CH:28]=[CH:29][CH2:53][CH2:52][CH2:51][CH2:50][CH2:49][CH2:48][CH:42]([CH2:41][CH2:40][C:39]([F:38])([C:56]([C:57]([C:58]([F:59])([F:60])[F:61])([F:62])[F:63])([F:64])[F:65])[F:66])[C:43](=[O:44])[O:45][CH2:46][CH3:47])[CH2:21][C:19]3([CH3:20])[CH:15]([CH:14]1[CH2:13][CH2:12]2)[CH2:16][CH2:17][CH:18]3[O:30][CH2:31][c:32]1[cH:33][cH:34][cH:35][cH:36][cH:37]1. Reactants: O=C(O)C(F)(F)F, Cn1nc(NCC(=O)NC2CNC2)c2cc(C(F)(F)F)ccc21, O=C1CCC(O)(c2cncs2)CC1. Yields the product Cn1nc(NCC(=O)NC2CN(C3CCC(O)(c4cncs4)CC3)C2)c2cc(C(F)(F)F)ccc21. Reaction SMILES: [F:24][C:25]([F:26])([F:27])[C:28]([OH:29])=[O:30].[NH:1]1[CH2:2][CH:3]([NH:5][C:6]([CH2:7][NH:8][c:9]2[n:10][n:11]([CH3:22])[c:12]3[cH:13][cH:14][c:15]([C:18]([F:19])([F:20])[F:21])[cH:16][c:17]23)=[O:23])[CH2:4]1.[OH:31][C:32]1([c:39]2[cH:40][n:41][cH:42][s:43]2)[CH2:33][CH2:34][C:35](=[O:38])[CH2:36][CH2:37]1>>[N:1]1([CH:35]2[CH2:34][CH2:33][C:32]([OH:31])([c:39]3[cH:40][n:41][cH:42][s:43]3)[CH2:37][CH2:36]2)[CH2:2][CH:3]([NH:5][C:6]([CH2:7][NH:8][c:9]2[n:10][n:11]([CH3:22])[c:12]3[cH:13][cH:14][c:15]([C:18]([F:19])([F:20])[F:21])[cH:16][c:17]23)=[O:23])[CH2:4]1. Reactants: CC(=O)c1ncccc1C(=O)O, CO, NNC(=O)Nc1ccccc1. The product is CC(=O)c1ncccc1C(O)=NNC(=O)Nc1ccccc1. Reaction SMILES: [C:1]([CH3:2])(=[O:3])[c:4]1[c:5]([C:6](=[O:7])[OH:8])[cH:9][cH:10][cH:11][n:12]1.[CH3:24][OH:25].[c:13]1([NH:19][C:20]([NH:21][NH2:22])=[O:23])[cH:14][cH:15][cH:16][cH:17][cH:18]1>>[C:1]([CH3:2])(=[O:3])[c:4]1[c:5]([C:6]([OH:8])=[N:22][NH:21][C:20]([NH:19][c:13]2[cH:14][cH:15][cH:16][cH:17][cH:18]2)=[O:23])[cH:9][cH:10][cH:11][n:12]1. Reactants: [Ag+], CC(=O)OC1CSC(Br)C(OC(C)=O)C1OC(C)=O, ClCCl, [Cl-], [Cl-], N#Cc1cccc(O)c1, [Zn+2], O=C([O-])c1ncc[nH]1. The product is CC(=O)OC1CSC(Oc2cccc(C#N)c2)C(OC(C)=O)C1OC(C)=O. As a reaction SMILES: [Ag+:40].[C:10]([CH3:11])(=[O:12])[O:13][CH:14]1[CH:15]([Br:28])[S:16][CH2:17][CH:18]([O:24][C:25]([CH3:26])=[O:27])[CH:19]1[O:20][C:21]([CH3:22])=[O:23].[CH2:29]([Cl:30])[Cl:31].[Cl-:41].[Cl-:43].[OH:1][c:2]1[cH:3][c:4]([C:5]#[N:6])[cH:7][cH:8][cH:9]1.[Zn+2:42].[nH:32]1[cH:33][cH:34][n:35][c:36]1[C:37]([O-:38])=[O:39]>>[O:1]([c:2]1[cH:3][c:4]([C:5]#[N:6])[cH:7][cH:8][cH:9]1)[CH:15]1[CH:14]([O:13][C:10]([CH3:11])=[O:12])[CH:19]([O:20][C:21]([CH3:22])=[O:23])[CH:18]([O:24][C:25]([CH3:26])=[O:27])[CH2:17][S:16]1. The reactants are O=C([O-])[O-], Cc1cc(C(=O)O)c2cccc(OCc3ccccc3)c2n1, CCI, CN(C)C=O, [K+], [K+], O. The product is CCOC(=O)c1cc(C)nc2c(OCc3ccccc3)cccc12. As a reaction SMILES: [C:23](=[O:24])([O-:25])[O-:26].[CH2:1]([c:2]1[cH:3][cH:4][cH:5][cH:6][cH:7]1)[O:8][c:9]1[cH:10][cH:11][cH:12][c:13]2[c:14]([C:20](=[O:21])[OH:22])[cH:15][c:16]([CH3:19])[n:17][c:18]12.[CH2:34]([CH3:35])[I:36].[CH3:29][N:30]([CH3:31])[CH:32]=[O:33].[K+:27].[K+:28].[OH2:37]>>[CH2:1]([c:2]1[cH:3][cH:4][cH:5][cH:6][cH:7]1)[O:8][c:9]1[cH:10][cH:11][cH:12][c:13]2[c:14]([C:20](=[O:21])[O:22][CH2:34][CH3:35])[cH:15][c:16]([CH3:19])[n:17][c:18]12.